describe an organic reaction: reactants, conditions, products, and yield From a dataset of the Open Reaction Database (ORD), a public repository of structured organic reaction records. Starting materials: C(C)(C)(C)OC(NC1(CCC1)C1=CC=C(C=C1)C1=C(OC2=CC=C(C=C2C1=O)F)C1=CC=CC=C1)=O ({1-[4-(6-fluoro-4-oxo-2-phenyl-4H-chromen-3-yl)-phenyl]-cyclobutyl}-carbamic acid tert-butyl ester), FC=1C=C2C(C(=C(OC2=CC1F)C1=CC=CC=C1)I)=O (6,7-difluoro-3-iodo-2-phenyl-chromen-4-one). The product is C(C)(C)(C)OC(NC1(CCC1)C1=CC=C(C=C1)C1=C(OC2=CC(=C(C=C2C1=O)F)F)C1=CC=CC=C1)=O ({1-[4-(6,7-Difluoro-4-oxo-2-phenyl-4H-chromen-3-yl)-phenyl]-cyclobutyl}-carbamic acid tert-butyl ester). Yield: 90.0%. RXN SMILES: [C:1]([O:5][C:6](=[O:36])[NH:7][C:8]1([C:12]2[CH:17]=[CH:16][C:15]([C:18]3[C:27](=[O:28])[C:26]4[C:21](=[CH:22][CH:23]=[C:24]([F:29])[CH:25]=4)[O:20][C:19]=3[C:30]3[CH:35]=[CH:34][CH:33]=[CH:32][CH:31]=3)=[CH:14][CH:13]=2)[CH2:11][CH2:10][CH2:9]1)([CH3:4])([CH3:3])[CH3:2].[F:37]C1C=C2C(=CC=1F)OC(C1C=CC=CC=1)=C(I)C2=O>>[C:1]([O:5][C:6](=[O:36])[NH:7][C:8]1([C:12]2[CH:13]=[CH:14][C:15]([C:18]3[C:27](=[O:28])[C:26]4[C:21](=[CH:22][C:23]([F:37])=[C:24]([F:29])[CH:25]=4)[O:20][C:19]=3[C:30]3[CH:31]=[CH:32][CH:33]=[CH:34][CH:35]=3)=[CH:16][CH:17]=2)[CH2:11][CH2:10][CH2:9]1)([CH3:4])([CH3:2])[CH3:3]. Reported procedure: Following the procedure used to prepare {1-[4-(6-fluoro-4-oxo-2-phenyl-4H-chromen-3-yl)-phenyl]-cyclobutyl}-carbamic acid tert-butyl ester, 6,7-difluoro-3-iodo-2-phenyl-chromen-4-one was reacted to give the title compound as a pale yellow oil (91 mg, 90%). LCMS (Method B): RT=5.01 min, [M+Na]+=526. The reactants are COC(=O)C=1SC(=CC1NC(C(F)(F)F)=O)C(C(C)C)=O (5-Isobutyryl-3-(2,2,2-trifluoroacetylamino)thiophene-2-carboxylic acid methyl ester), C([O-])([O-])=O.[K+].[K+] (potassium carbonate). Yields the product COC(=O)C=1SC(=CC1N)C(C(C)C)=O (3-Amino-5-isobutyrylthiophene-2-carboxylic acid methyl ester). RXN SMILES: [CH3:1][O:2][C:3]([C:5]1[S:6][C:7]([C:17](=[O:21])[CH:18]([CH3:20])[CH3:19])=[CH:8][C:9]=1[NH:10]C(=O)C(F)(F)F)=[O:4].C(=O)([O-])[O-].[K+].[K+]>>[CH3:1][O:2][C:3]([C:5]1[S:6][C:7]([C:17](=[O:21])[CH:18]([CH3:19])[CH3:20])=[CH:8][C:9]=1[NH2:10])=[O:4] |f:1.2.3|. Procedure: 5-Isobutyryl-3-(2,2,2-trifluoroacetylamino)thiophene-2-carboxylic acid methyl ester and potassium carbonate were reacted by method X. The product with the molecular weight of 227.28 (C10H13NO3S) was obtained in this way; MS (ESI): 228 (M+H+). Starting materials: CCC(=O)OC(=O)CC, ClCCl, O=C(NCC1CN(c2ccc(C3C=CS(=O)(=O)CC3)cc2)C(=O)O1)C(F)F, c1ccncc1. Yields the product CCC(=O)NCC1CN(c2ccc(C3C=CS(=O)(=O)CC3)cc2)C(=O)O1. RXN SMILES: [C:1]([O:2][C:3](=[O:4])[CH2:5][CH3:6])(=[O:7])[CH2:8][CH3:9].[Cl:43][CH2:44][Cl:45].[O:10]=[S:11]1(=[O:36])[CH2:12][CH2:13][CH:14]([c:17]2[cH:18][cH:19][c:20]([N:23]3[C:24](=[O:35])[O:25][CH:26]([CH2:28][NH:29][C:30]([CH:31]([F:32])[F:33])=[O:34])[CH2:27]3)[cH:21][cH:22]2)[CH:15]=[CH:16]1.[cH:37]1[cH:38][cH:39][n:40][cH:41][cH:42]1>>[CH3:1][CH2:31][C:30]([NH:29][CH2:28][CH:26]1[O:25][C:24](=[O:35])[N:23]([c:20]2[cH:19][cH:18][c:17]([CH:14]3[CH2:13][CH2:12][S:11](=[O:10])(=[O:36])[CH:16]=[CH:15]3)[cH:22][cH:21]2)[CH2:27]1)=[O:34]. Starting materials: C(CCC)[Li] (n-Butyllithium), crude product, C([O-])([O-])=O.[K+].[K+] (potassium carbonate), CC1(SC2=C(S1)C=C1C(SC(S1)(C)C)=C2)C (2,2,6,6-Tetramethylbenzo[1,2-d:4,5-d']-bis(1,3)dithiole), C(=O)=O (carbon dioxide), CI (methyl iodide). The solvent is CN(C)C=O (DMF), CCOCC (ether). Reaction conditions: time 30 minute. Product: COC(=O)C1=C2C(SC(S2)(C)C)=CC2=C1SC(S2)(C)C (4-Methoxycarbonyl-(2,2,6,6-tetramethylbenzo[1,2-d:4,5-d']-bis(1,3)dithiole)). As a reaction SMILES: [CH3:1][C:2]1([CH3:16])[S:6][C:5]2[CH:7]=[C:8]3[S:12][C:11]([CH3:14])([CH3:13])[S:10][C:9]3=[CH:15][C:4]=2[S:3]1.C([Li])CCC.[C:22](=[O:24])=[O:23].[C:25](=O)([O-])[O-].[K+].[K+].CI>CCOCC.CN(C=O)C>[CH3:25][O:23][C:22]([C:15]1[C:4]2[S:3][C:2]([CH3:16])([CH3:1])[S:6][C:5]=2[CH:7]=[C:8]2[S:12][C:11]([CH3:14])([CH3:13])[S:10][C:9]=12)=[O:24] |f:3.4.5|. Reported procedure: 2,2,6,6-Tetramethylbenzo[1,2-d:4,5-d']-bis(1,3)dithiole (2.0 g, 6.98 mmol) was dissolved in dry ether (50.0 mL) in a dry, argon filled reaction flask. n-Butyllithium (3.07 mL, 2.5M in hexane) was added and the reaction mixture was stirred for 30 min. The solution was poured onto solid carbon dioxide and, after stirring overnight, the ether was filtered off. The solid residue was washed with chloroform and dried under vacuum. The crude product was mixed with potassium carbonate (0.97 g, 6.98 mmol... The reactants are [N+](=O)([O-])C1=CC(=C(C=C1)C)N1C(=O)C=2SC=CC2C1=O (N-(4-nitro-o-tolyl)-thiophene-2,3-dicarboximide), [H][H] (hydrogen). Reagents/catalysts: [Ni] (Raney nickel). The solvent is C(C)(=O)OCC (ethyl acetate). The product is NC1=CC(=C(C=C1)C)N1C(=O)C=2SC=CC2C1=O (N-(4-amino-o-tolyl)-thiophene-2,3-dicarboximide). As a reaction SMILES: [N+:1]([C:4]1[CH:9]=[CH:8][C:7]([CH3:10])=[C:6]([N:11]2[C:19](=[O:20])[C:18]3[CH:17]=[CH:16][S:15][C:14]=3[C:12]2=[O:13])[CH:5]=1)([O-])=O.[H][H]>[Ni].C(OCC)(=O)C>[NH2:1][C:4]1[CH:9]=[CH:8][C:7]([CH3:10])=[C:6]([N:11]2[C:19](=[O:20])[C:18]3[CH:17]=[CH:16][S:15][C:14]=3[C:12]2=[O:13])[CH:5]=1. Reported procedure: The mixture of 1.55 g of N-(4-nitro-o-tolyl)-thiophene-2,3-dicarboximide, 0.7 g of Raney nickel and 180 ml of ethyl acetate is hydrogenated at 2.7 atm. and room temperature until the hydrogen uptake ceases. It is filtered, evaporated and the residue recrystallized from ethyl acetate-diethyl ether to yield the N-(4-amino-o-tolyl)-thiophene-2,3-dicarboximide melting at 237°-240°. The reactants are CC(CC(C)=O)=O (2,4-pentanedione), COC1=CC=C(CCl)C=C1 (4-methoxybenzyl chloride). Yields the product COC1=CC=C(C=C1)CCC(CC(CCC1=CC=C(C=C1)OC)=O)=O (1,7-bis(4-methoxyphenyl)-3,5-heptanedione). As a reaction SMILES: [CH3:1][C:2](=[O:7])[CH2:3][C:4](=[O:6])[CH3:5].[CH3:8][O:9][C:10]1[CH:17]=[CH:16][C:13]([CH2:14]Cl)=[CH:12][CH:11]=1>>[CH3:8][O:9][C:10]1[CH:17]=[CH:16][C:13]([CH2:14][CH2:1][C:2](=[O:7])[CH2:3][C:4](=[O:6])[CH2:5][CH2:14][C:13]2[CH:16]=[CH:17][C:10]([O:9][CH3:8])=[CH:11][CH:12]=2)=[CH:12][CH:11]=1. Reported procedure: Using 2,4-pentanedione (37.3 g, 0.37 mol) and 4-methoxybenzyl chloride (133 g), the reaction was carried out in the same manner as described in Example 17, (1), and the solid residue was purified by recrystalization from ethanol to give the title compound as pale yellow microneedles which were not shown any methylene singlet at δ3.0-4.0 ppm in the 1HNMR spectrum; yield: 95.1 g; mp 73.5°-76.2° C.